From a dataset of the Open Reaction Database (ORD), a public repository of structured organic reaction records. describe an organic reaction: reactants, conditions, products, and yield Reactants: CC(=O)OC(C)=O, ClCCl, Cl, Cc1ccc(S(=O)(=O)N2CCCC(NCc3cc(C(F)(F)F)cc(C(F)(F)F)c3)c3ccccc32)cc1, [Na+], [OH-], c1ccncc1. Product: CC(=O)N(Cc1cc(C(F)(F)F)cc(C(F)(F)F)c1)C1CCCN(S(=O)(=O)c2ccc(C)cc2)c2ccccc21. As a reaction SMILES: [CH3:44][C:45](=[O:46])[O:47][C:48](=[O:49])[CH3:50].[Cl:53][CH2:54][Cl:55].[ClH:56].[F:1][C:2]([c:3]1[cH:4][c:5]([CH2:6][NH:7][CH:8]2[c:9]3[c:10]([cH:25][cH:26][cH:27][cH:28]3)[N:11]([S:15](=[O:16])(=[O:17])[c:18]3[cH:19][cH:20][c:21]([CH3:24])[cH:22][cH:23]3)[CH2:12][CH2:13][CH2:14]2)[cH:29][c:30]([C:32]([F:33])([F:34])[F:35])[cH:31]1)([F:36])[F:37].[Na+:52].[OH-:51].[cH:38]1[cH:39][cH:40][n:41][cH:42][cH:43]1>>[F:1][C:2]([c:3]1[cH:4][c:5]([CH2:6][N:7]([CH:8]2[c:9]3[c:10]([cH:25][cH:26][cH:27][cH:28]3)[N:11]([S:15](=[O:16])(=[O:17])[c:18]3[cH:19][cH:20][c:21]([CH3:24])[cH:22][cH:23]3)[CH2:12][CH2:13][CH2:14]2)[C:45]([CH3:44])=[O:46])[cH:29][c:30]([C:32]([F:33])([F:34])[F:35])[cH:31]1)([F:36])[F:37]. Reactants: C(C)NC1=C2NC=NC2=NC=N1 (6-ethylaminopurine), C([O-])([O-])=O.[K+].[K+] (potassium carbonate), ClC1=C(CCl)C(=CC=C1)F (2-chloro-6-fluorobenzyl chloride). Solvent: CN(C(C)=O)C (N,N-dimethylacetamide). The product is ClC1=C(CN2C3=NC=NC(=C3N=C2)NCC)C(=CC=C1)F (9-(2-chloro-6-fluorobenzyl)-6-ethylaminopurine). The yield is 34.1%. As a reaction SMILES: [CH2:1]([NH:3][C:4]1[N:12]=[CH:11][N:10]=[C:9]2[C:5]=1[NH:6][CH:7]=[N:8]2)[CH3:2].C(=O)([O-])[O-].[K+].[K+].[Cl:19][C:20]1[CH:27]=[CH:26][CH:25]=[C:24]([F:28])[C:21]=1[CH2:22]Cl>CN(C)C(=O)C>[Cl:19][C:20]1[CH:27]=[CH:26][CH:25]=[C:24]([F:28])[C:21]=1[CH2:22][N:8]1[CH:7]=[N:6][C:5]2[C:9]1=[N:10][CH:11]=[N:12][C:4]=2[NH:3][CH2:1][CH3:2] |f:1.2.3|. Procedure: In a procedure analogous to that of Example 9, by using 1.63 g of 6-ethylaminopurine, 1.38 g of potassium carbonate, 50 ml of N,N-dimethylacetamide and 3.58 g of 2-chloro-6-fluorobenzyl chloride, there was obtained 1.04 g of 9-(2-chloro-6-fluorobenzyl)-6-ethylaminopurine as colorless needles (yield: 34%), m.p. 175°-176° C.